describe an organic reaction: reactants, conditions, products, and yield From a dataset of the Open Reaction Database (ORD), a public repository of structured organic reaction records. Reactants: C(C)OC(=O)C=1C=NC2=C(C=CC=C2C1Cl)[N+](=O)[O-] (8-nitro-4-chloro-quinoline-3-carboxylic acid ethyl ester), C(CC)N (propyl amine). The product is C(C)OC(=O)C=1C=NC2=C(C=CC=C2C1NCCC)N (8-Amino-4-propylamino-quinoline-3-carboxylic acid ethyl ester). Isolated yield 87.0%. RXN SMILES: [CH2:1]([O:3][C:4]([C:6]1[CH:7]=[N:8][C:9]2[C:14]([C:15]=1Cl)=[CH:13][CH:12]=[CH:11][C:10]=2[N+:17]([O-])=O)=[O:5])[CH3:2].[CH2:20]([NH2:23])[CH2:21][CH3:22]>>[CH2:1]([O:3][C:4]([C:6]1[CH:7]=[N:8][C:9]2[C:14]([C:15]=1[NH:23][CH2:20][CH2:21][CH3:22])=[CH:13][CH:12]=[CH:11][C:10]=2[NH2:17])=[O:5])[CH3:2]. Reported procedure: The compound prepared in Example 3 was reacted with propyl amine according to the method as described in Example 4 and the obtained compound was treated as described in Example 14 to prepare the title compound (yield 87%). Reactants: C=Cc1c(F)cccc1Br, [Li]CCCC, C1CCOC1, CN(C)C=O, O. Yields the product C=Cc1c(F)cccc1C=O. RXN SMILES: [Br:1][c:2]1[c:3]([CH:9]=[CH2:10])[c:4]([F:8])[cH:5][cH:6][cH:7]1.[CH2:11]([Li:12])[CH2:13][CH2:14][CH3:15].[CH2:22]1[O:23][CH2:24][CH2:25][CH2:26]1.[CH3:16][N:17]([CH:18]=[O:19])[CH3:20].[OH2:21]>>[c:2]1([CH:18]=[O:19])[c:3]([CH:9]=[CH2:10])[c:4]([F:8])[cH:5][cH:6][cH:7]1. Starting materials: CCCO, Cl, CCCc1nc(C#N)c(I)n1CC(C)C, Nc1ccccc1B(O)O, [Na+], [Na+], O=C([O-])[O-], CC(=O)[O-], CC(=O)[O-], O, [Pd+2], c1ccc(P(c2ccccc2)c2ccccc2)cc1. The product is CCCc1nc(C#N)c(-c2ccccc2N)n1CC(C)C. As a reaction SMILES: [CH2:61]([OH:62])[CH2:63][CH3:64].[ClH:41].[I:26][c:27]1[c:28]([C:39]#[N:40])[n:29][c:30]([CH2:36][CH2:37][CH3:38])[n:31]1[CH2:32][CH:33]([CH3:34])[CH3:35].[NH2:42][c:43]1[c:44]([B:49]([OH:50])[OH:51])[cH:45][cH:46][cH:47][cH:48]1.[Na+:20].[Na+:21].[O-:22][C:23](=[O:24])[O-:25].[O-:53][C:54]([CH3:55])=[O:56].[O-:57][C:58]([CH3:59])=[O:60].[OH2:65].[Pd+2:52].[c:1]1([P:2]([c:3]2[cH:4][cH:5][cH:6][cH:7][cH:8]2)[c:9]2[cH:10][cH:11][cH:12][cH:13][cH:14]2)[cH:15][cH:16][cH:17][cH:18][cH:19]1>>[c:27]1(-[c:44]2[c:43]([NH2:42])[cH:48][cH:47][cH:46][cH:45]2)[c:28]([C:39]#[N:40])[n:29][c:30]([CH2:36][CH2:37][CH3:38])[n:31]1[CH2:32][CH:33]([CH3:34])[CH3:35]. Reactants: N1C=NC2=C1C=CC=C2CN(C2CCNCC2)CC2=NC=CC=C2C ((1H-Benzoimidazol-4-ylmethyl)-(3-methyl-pyridin-2-ylmethyl)-piperidin-4-yl-amine), O(C1=CC=CC=C1)C(=O)NO (N-(Phenoxycarbonyl)hydroxylamine), resultant solution. Run in C1CCOC1 (THF). Conditions: time 66 hour. Yields the product ONC(=O)N1CCC(CC1)N(CC1=NC=CC=C1C)CC1=CC=CC=2NC=NC21 (4-[(1H-Benzoimidazol-4-ylmethyl)-(3-methyl-pyridin-2-ylmethyl)-amino]-piperidine-1-carboxylic acid hydroxyamide). Yield: 55.0%. As a reaction SMILES: [NH:1]1[C:5]2[CH:6]=[CH:7][CH:8]=[C:9]([CH2:10][N:11]([CH2:18][C:19]3[C:24]([CH3:25])=[CH:23][CH:22]=[CH:21][N:20]=3)[CH:12]3[CH2:17][CH2:16][NH:15][CH2:14][CH2:13]3)[C:4]=2[N:3]=[CH:2]1.[O:26]([C:33]([NH:35][OH:36])=O)C1C=CC=CC=1>C1COCC1>[OH:36][NH:35][C:33]([N:15]1[CH2:14][CH2:13][CH:12]([N:11]([CH2:10][C:9]2[C:4]3[N:3]=[CH:2][NH:1][C:5]=3[CH:6]=[CH:7][CH:8]=2)[CH2:18][C:19]2[C:24]([CH3:25])=[CH:23][CH:22]=[CH:21][N:20]=2)[CH2:17][CH2:16]1)=[O:26]. Procedure: To a THF solution (3 mL) of the amine from above (100 mg, 0.300 mmol) was added N-(Phenoxycarbonyl)hydroxylamine (54.8 mg, 0.360 mmol), and the resultant solution was heated to 80° C. for 7 h and stirred at room temperature for 66 h. The solution was concentrated to dryness and the crude material was purified by flash chromatography on silica gel (CH2Cl2/MeOH/NH4OH, 80:10:10) to afford COMPOUND 288 (49 mg, 55%) as a white solid. 1H NMR (CDCl3) δ 1.36-1.55 (m, 2H), 1.75 (d, 2H, J=11.7 Hz), 2.34 (... The solvent is C(C)O (ethanol), O (water). Reaction SMILES: [OH:1][CH2:2][C:3]1[CH:8]=[CH:7][CH:6]=[CH:5][C:4]=1[OH:9].Br[CH2:11][CH2:12][CH2:13][CH3:14].[OH-].[Na+]>C(O)C.O>[CH2:11]([O:9][C:4]1[CH:5]=[CH:6][CH:7]=[CH:8][C:3]=1[CH2:2][OH:1])[CH2:12][CH2:13][CH3:14] |f:2.3|. The yield is 77.7%. Starting materials: OCC1=C(C=CC=C1)O (2-(hydroxymethyl)phenol), BrCCCC (1-bromobutane), [OH-].[Na+] (NaOH). Yields the product C(CCC)OC1=C(C=CC=C1)CO ([2-(Butyloxy)phenyl]methanol). Procedure: A solution of 2-(hydroxymethyl)phenol (Aldrich; 1.24 g, 10 mmol) and 1-bromobutane (Acros; 1.18 ml, 11 mmol) in ethanol (5 ml) (total volume approximately 7 ml) was mixed in a flow reactor (Vapourtec R4, 30 ml PFA tubing, 110° C.) with a solution of aqueous NaOH (2 N, 5 ml, 10 mmol) in water (2 ml). The reagents were each pumped at 0.5 ml/min), giving a reaction time of 30 minutes. After the 30 ml reactor, the solution passed through a second “cooling” reactor (5 ml) at 50° C. At the reactor out... Run at temperature 50 celsius. Reported procedure: A solution of 0.31 g (1.22 mmol) of 7-Carbomethoxy dihydrobenzofuran and 1.66 g (3.3 mmol) of DDQ in 25 mL of toluene was heated at reflux for 7 h. The reaction mixture was then cooled to rt, diluted with ether, and washed with 3×30 mL of sat'd NaHCO3 solution. The organic fraction was dried over MgSO4, filtered and the filtrate was concentrated. The residue was purified by chromatography (silica, hexanes: ethyl acetate, 9:1) to give 0.25 g of the title compound. The reactants are C(=O)(OC)C1=CC=CC=2CCOC21 (7-Carbomethoxy dihydrobenzofuran), C(#N)C1=C(C(=O)C(=C(C1=O)Cl)Cl)C#N (DDQ). The product is C(=O)(OC)C1=CC=CC=2C=COC21 (7-Carbomethoxybenzofuran). Isolated yield 116.3%. Run in C1(=CC=CC=C1)C (toluene), CCOCC (ether). Reaction SMILES: [C:1]([C:5]1[C:13]2[O:12][CH2:11][CH2:10][C:9]=2[CH:8]=[CH:7][CH:6]=1)([O:3][CH3:4])=[O:2].C(C1C(=O)C(Cl)=C(Cl)C(=O)C=1C#N)#N>C1(C)C=CC=CC=1.CCOCC>[C:1]([C:5]1[C:13]2[O:12][CH:11]=[CH:10][C:9]=2[CH:8]=[CH:7][CH:6]=1)([O:3][CH3:4])=[O:2]. Solvent: CO (CH3OH). Procedure: A mixture of 5,6-dihydro-4-acetamido-4H-thieno[2,3-b]thiopyran-2-sulfonamide-7,7-dioxide, from Example 23, (2.0 g, 0.0062 mol) in CH3OH (20 ml) and 12N HCl (20 ml) was heated at reflux. After 6 hours, the solution was concentrated to dryness and the residue was treated with absolute ethanol. The mixture was concentrated to dryness and this procedure was repeated 4X. The final ethanol treatment was stirred, allowed to stand in the freezer overnight and filtered to yield 1.55 g (79%) of product; m... Isolated yield 79.0%. Reaction SMILES: C([NH:4][CH:5]1[CH2:10][CH2:9][S:8](=[O:12])(=[O:11])[C:7]2[S:13][C:14]([S:16]([NH2:19])(=[O:18])=[O:17])=[CH:15][C:6]1=2)(=O)C.[ClH:20]>CO>[ClH:20].[NH2:4][C:5]1[CH2:10][CH2:9][S:8](=[O:12])(=[O:11])[CH:7]2[S:13][C:14]([S:16]([NH2:19])(=[O:18])=[O:17])=[CH:15][C:6]=12 |f:3.4|. Starting materials: Cl (HCl), C(C)(=O)NC1C2=C(S(CC1)(=O)=O)SC(=C2)S(=O)(=O)N (5,6-dihydro-4-acetamido-4H-thieno[2,3-b]thiopyran-2-sulfonamide-7,7-dioxide). Run at time 6 hour. Yields the product Cl.NC1=C2C(S(CC1)(=O)=O)SC(=C2)S(=O)(=O)N (5,6-Dihydro-4-aminothieno[2,3-b]thiopyran-2-sulfonamide-7,7-dioxide hydrochloride). Starting materials: ClC=1C(=C(C2=CC=CC=C2C1OC)OC)/C=C(/C(=O)O)\CCC ((E)-3-(3-chloro-1,4-dimethoxynaphthalen-2-yl)-2-propylpropenoic acid), product, Et2O hexanes, BrC1=C(C(C2=CC=CC=C2C1=O)=O)/C=C(/C(=O)O)\C ((E)-3-(3-bromo-1,4-naphthoquinon-2-yl)-2-methylpropenoic acid). Run in hexanes, CC(=O)C (acetone). The product is ClC1=C(C(C2=CC=CC=C2C1=O)=O)/C=C(/C(=O)O)\CCC ((E)-3-(3-chloro-1,4-naphthoquinon-2-yl)-2-propylpropenoic acid). RXN SMILES: [Cl:1][C:2]1[C:3](/[CH:16]=[C:17](\[CH2:21][CH2:22][CH3:23])/[C:18]([OH:20])=[O:19])=[C:4]([O:14]C)[C:5]2[C:10]([C:11]=1[O:12]C)=[CH:9][CH:8]=[CH:7][CH:6]=2.BrC1C(=O)C2C(=CC=CC=2)C(=O)C=1/C=C(\C)/C(O)=O>CC(C)=O>[Cl:1][C:2]1[C:11](=[O:12])[C:10]2[C:5](=[CH:6][CH:7]=[CH:8][CH:9]=2)[C:4](=[O:14])[C:3]=1/[CH:16]=[C:17](\[CH2:21][CH2:22][CH3:23])/[C:18]([OH:20])=[O:19]. Procedure: Compound 43b was prepared from 42b (0.053 g, 0.16 mmol) as described above for 39a to give 0.016 g (0.05 mmol, 33%) of the product as a yellow solid following flash chromatography (2:3 acetone:hexanes 0.5% AcOH) and recrystallization from Et2O/hexanes. The yield is 35.2%. Starting materials: ClC1=CC=C(S1)C(=O)NC[C@@H]1OC(N2C3=C(OC[C@H]21)C=C(C=C3)B3OC(C(O3)(C)C)(C)C)=O (5-chloro-N-(((3S,3aS)-1-oxo-7-(4,4,5,5-tetramethyl-1,3,2-dioxaborolan-2-yl)-1,3,3a,4-tetrahydrobenzo[b]oxazolo[3,4-d][1,4]oxazin-3-yl)methyl)thiophene-2-carboxamide), C([O-])([O-])=O.[Cs+].[Cs+] (cesium carbonate), Example 35 ( c ), product, CS(=O)(=O)C1=C(C=CC=C1)Br (o-methylsulfonylbromobenzene). Procedure details: Using compound 5-chloro-N-(((3S,3aS)-1-oxo-7-(4,4,5,5-tetramethyl-1,3,2-dioxaborolan-2-yl)-1,3,3a,4-tetrahydrobenzo[b]oxazolo[3,4-d][1,4]oxazin-3-yl)methyl)thiophene-2-carboxamide (the product of step (b) in Example 35) (50 mg, 0.102 mmol), o-methylsulfonylbromobenzene (29 mg, 0.122 mmol), tetrakis (triphenylphosphine) palladium (12 mg, 0.010 mmol), and cesium carbonate (66 mg, 0.204 mmol) as starting materials, preparation following the method as described in Example 35 (c) afforded off-white s... Reaction SMILES: [Cl:1][C:2]1[S:6][C:5]([C:7]([NH:9][CH2:10][C@H:11]2[C@H:19]3[N:14]([C:15]4[CH:23]=[CH:22][C:21](B5OC(C)(C)C(C)(C)O5)=[CH:20][C:16]=4[O:17][CH2:18]3)[C:13](=[O:33])[O:12]2)=[O:8])=[CH:4][CH:3]=1.[CH3:34][S:35]([C:38]1[CH:43]=[CH:42][CH:41]=[CH:40][C:39]=1Br)(=[O:37])=[O:36].C(=O)([O-])[O-].[Cs+].[Cs+]>[Pd].C1(P(C2C=CC=CC=2)C2C=CC=CC=2)C=CC=CC=1.C1(P(C2C=CC=CC=2)C2C=CC=CC=2)C=CC=CC=1.C1(P(C2C=CC=CC=2)C2C=CC=CC=2)C=CC=CC=1.C1(P(C2C=CC=CC=2)C2C=CC=CC=2)C=CC=CC=1>[Cl:1][C:2]1[S:6][C:5]([C:7]([NH:9][CH2:10][C@H:11]2[C@H:19]3[N:14]([C:15]4[CH:23]=[CH:22][C:21]([C:39]5[CH:40]=[CH:41][CH:42]=[CH:43][C:38]=5[S:35]([CH3:34])(=[O:37])=[O:36])=[CH:20][C:16]=4[O:17][CH2:18]3)[C:13](=[O:33])[O:12]2)=[O:8])=[CH:4][CH:3]=1 |f:2.3.4,5.6.7.8.9|. The reagents and catalysts are [Pd].C1(=CC=CC=C1)P(C1=CC=CC=C1)C1=CC=CC=C1.C1(=CC=CC=C1)P(C1=CC=CC=C1)C1=CC=CC=C1.C1(=CC=CC=C1)P(C1=CC=CC=C1)C1=CC=CC=C1.C1(=CC=CC=C1)P(C1=CC=CC=C1)C1=CC=CC=C1 (tetrakis (triphenylphosphine) palladium). Product: ClC1=CC=C(S1)C(=O)NC[C@@H]1OC(N2C3=C(OC[C@H]21)C=C(C=C3)C3=C(C=CC=C3)S(=O)(=O)C)=O (5-chloro-N-(((3S,3aS)-7-(2-(methylsulfonyl)phenyl)-1-oxo-1,3,3a,4-tetrahydrobenzo[b]oxazolo[3,4-d][1,4]oxazin-3-yl)methyl)thiophene-2-carboxamide).